The task is: describe an organic reaction: reactants, conditions, products, and yield. This data is from the Open Reaction Database (ORD), a public repository of structured organic reaction records. The reagents and catalysts are C=1C=CC(=CC1)[P](C=2C=CC=CC2)(C=3C=CC=CC3)[Pd]([P](C=4C=CC=CC4)(C=5C=CC=CC5)C=6C=CC=CC6)([P](C=7C=CC=CC7)(C=8C=CC=CC8)C=9C=CC=CC9)[P](C=1C=CC=CC1)(C=1C=CC=CC1)C=1C=CC=CC1 (Pd(PPh3)4). Isolated yield 48.6%. Starting materials: BrC1=NC(=CC(=C1)S(=O)(=O)C1=CC=C(C=C1)N)N1CCCC1 (4-(2-Bromo-6-pyrrolidin-1-yl-pyridine-4-sulfonyl)-phenylamine), C(=C)[Sn](CCCC)(CCCC)CCCC (vinyl-tributylstannane). Solvent: O1CCOCC1 (dioxane), C(=O)([O-])[O-].[Na+].[Na+] (Na2CO3). Conditions: time 1 hour. Reaction SMILES: Br[C:2]1[CH:7]=[C:6]([S:8]([C:11]2[CH:16]=[CH:15][C:14]([NH2:17])=[CH:13][CH:12]=2)(=[O:10])=[O:9])[CH:5]=[C:4]([N:18]2[CH2:22][CH2:21][CH2:20][CH2:19]2)[N:3]=1.[CH:23]([Sn](CCCC)(CCCC)CCCC)=[CH2:24]>O1CCOCC1.C([O-])([O-])=O.[Na+].[Na+].C1C=CC([P]([Pd]([P](C2C=CC=CC=2)(C2C=CC=CC=2)C2C=CC=CC=2)([P](C2C=CC=CC=2)(C2C=CC=CC=2)C2C=CC=CC=2)[P](C2C=CC=CC=2)(C2C=CC=CC=2)C2C=CC=CC=2)(C2C=CC=CC=2)C2C=CC=CC=2)=CC=1>[N:18]1([C:4]2[CH:5]=[C:6]([S:8]([C:11]3[CH:16]=[CH:15][C:14]([NH2:17])=[CH:13][CH:12]=3)(=[O:10])=[O:9])[CH:7]=[C:2]([CH:23]=[CH2:24])[N:3]=2)[CH2:22][CH2:21][CH2:20][CH2:19]1 |f:3.4.5,^1:53,55,74,93|. Product: N1(CCCC1)C1=NC(=CC(=C1)S(=O)(=O)C1=CC=C(C=C1)N)C=C (4-(2-pyrrolidin-1-yl-6-vinyl -pyridine-4-sulfonyl)-phenylamine). Reported procedure: 0.38 g (0.001 Mol) 4-(2-Bromo-6-pyrrolidin-1-yl-pyridine-4-sulfonyl)-phenylamine, 0.116 g (0.0001 Mol) Pd(PPh3)4 and 0.292 ml (0.001 Mol) vinyl-tributylstannane were stirred at reflux for 18 h in a mixture of dioxane (10 ml) and 2N Na2CO3 (2 ml). Then the solvent was evaporated, the residue was taken up in ethyl acetate, washed with water and brine and dried over Na2SO4. After chromatography on SiO2 with ethyl acetate hexane 2:3 the product containing fractions were evaporated and the residue ta... Reactants: C[Si](CCOCCl)(C)C (2-(trimethylsilyl)ethoxymethyl chloride), CN(C=O)C (N,N-dimethylformamide), N1C(=NC=C1)C=1NC=CN1 (2,2'-bi-1H-imidazole), [H-].[Na+] (sodium hydride), CCCCCC (hexane). Run at time 1 hour. The product is C[Si](CCOCN1C(=NC=C1)C=1N(C=CN1)COCC[Si](C)(C)C)(C)C (1,1'-Bis[[2-(trimethylsilyl)ethoxy]methyl]-2,2'-bi-1Himidazole). Reaction SMILES: [H-].[Na+].CN(C)[CH:5]=[O:6].[NH:8]1[CH:12]=[CH:11][N:10]=[C:9]1[C:13]1[NH:14][CH:15]=[CH:16][N:17]=1.[CH3:18][Si:19]([CH3:26])([CH3:25])[CH2:20][CH2:21][O:22][CH2:23]Cl.CCCC[CH2:31][CH3:32]>>[CH3:18][Si:19]([CH3:26])([CH3:25])[CH2:20][CH2:21][O:22][CH2:23][N:8]1[CH:12]=[CH:11][N:10]=[C:9]1[C:13]1[N:17]([CH2:5][O:6][CH2:31][CH2:32][Si:19]([CH3:25])([CH3:20])[CH3:18])[CH:16]=[CH:15][N:14]=1 |f:0.1|. Reported procedure: Under a blanket of nitrogen, 8.2 g (0.172 moles) 50% sodium hydride was washed with hexane. The flask was charged with 250 ml dry N,N-dimethylformamide and 11.5 g (0.086 moles) 2,2'-bi-1H-imidazole was added in small portions. After stirring at room temperature for 11/2 hours 30.8 g (0.185 moles) 2-(trimethylsilyl)ethoxymethyl chloride (SEM-Cl) was added dropwise. The reaction exothermed slightly. The reaction was stirred for 1 hour then quenched with water and extracted into ethyl acetate (3×20... Reactants: COC=1C(=CC(=C(C#N)C1)C)[N+](=O)[O-] (5-methoxy-2-methyl-4-nitrobenzonitrile), CC(=O)O (AcOH), C(Cl)Cl (DCM). Solvent: O (water), S(O)(O)(=O)=O (sulphuric acid), O (Water). Reaction conditions: temperature 120 celsius. Product: COC=1C(=CC(=C(C(=O)O)C1)C)[N+](=O)[O-] (5-methoxy-2-methyl-4-nitrobenzoic acid). Yield: 58.0%. As a reaction SMILES: [CH3:1][O:2][C:3]1[C:4]([N+:12]([O-:14])=[O:13])=[CH:5][C:6](C)=[C:7]([CH:10]=1)C#N.C(Cl)Cl.[CH3:18][C:19]([OH:21])=[O:20]>O.S(=O)(=O)(O)O>[CH3:1][O:2][C:3]1[C:4]([N+:12]([O-:14])=[O:13])=[CH:5][C:6]([CH3:7])=[C:18]([CH:10]=1)[C:19]([OH:21])=[O:20]. Procedure: A mixture of 5-methoxy-2-methyl-4-nitrobenzonitrile (2 g, 10.4 mmol) in AcOH (20 mL), water (20 mL) and conc. sulphuric acid (20 mL) was heated to 120° C. for 5 h. Water (100 mL) and DCM (100 mL) were added and the mixture was passed through a hydrophobic frit. The solvent was removed in vacuo to give 5-methoxy-2-methyl-4-nitrobenzoic acid (1.27 g, 58%) as an off-white solid. LCMS (10 cm_ESCI_Formic_MeCN): [M−H]−=210 at 3.37 min. 1H NMR (400 MHz, CDCl3): δ 7.75 (s, 1H), 7.70 (s, 1H), 3.99 (s, 3H... Starting materials: O=C(Cl)c1cccc(Br)c1, ClCCl, NC(CO)c1ccccc1. Yields the product O=C(NC(CO)c1ccccc1)c1cccc(Br)c1. As a reaction SMILES: [Br:1][c:2]1[cH:3][c:4]([C:5](=[O:6])[Cl:7])[cH:8][cH:9][cH:10]1.[Cl:21][CH2:22][Cl:23].[c:11]1([CH:17]([NH2:18])[CH2:19][OH:20])[cH:12][cH:13][cH:14][cH:15][cH:16]1>>[Br:1][c:2]1[cH:3][c:4]([C:5](=[O:6])[NH:18][CH:17]([c:11]2[cH:12][cH:13][cH:14][cH:15][cH:16]2)[CH2:19][OH:20])[cH:8][cH:9][cH:10]1.